From a dataset of the Open Reaction Database (ORD), a public repository of structured organic reaction records. describe an organic reaction: reactants, conditions, products, and yield Starting materials: BrC=1C=C(C(=O)O)C=C(C1OCC1=CC(=CC=C1)Br)Br (3,5-dibromo-4-(3-bromobenzyloxy)benzoic acid), [N+](=O)([O-])C=1C=C(C=CC1)S(=O)(=O)N (3-nitrobenzenesulphonamide). Product: BrC=1C=C(C(=O)NS(=O)(=O)C2=CC(=CC=C2)[N+](=O)[O-])C=C(C1OCC1=CC(=CC=C1)Br)Br (N-[3,5-dibromo-4-(3-bromobenzyloxy)benzoyl]-3-nitrobenzenesulphonamide). Yield: 54.4%. As a reaction SMILES: [Br:1][C:2]1[CH:3]=[C:4]([CH:8]=[C:9]([Br:20])[C:10]=1[O:11][CH2:12][C:13]1[CH:18]=[CH:17][CH:16]=[C:15]([Br:19])[CH:14]=1)[C:5]([OH:7])=O.[N+:21]([C:24]1[CH:25]=[C:26]([S:30]([NH2:33])(=[O:32])=[O:31])[CH:27]=[CH:28][CH:29]=1)([O-:23])=[O:22]>>[Br:20][C:9]1[CH:8]=[C:4]([CH:3]=[C:2]([Br:1])[C:10]=1[O:11][CH2:12][C:13]1[CH:18]=[CH:17][CH:16]=[C:15]([Br:19])[CH:14]=1)[C:5]([NH:33][S:30]([C:26]1[CH:27]=[CH:28][CH:29]=[C:24]([N+:21]([O-:23])=[O:22])[CH:25]=1)(=[O:32])=[O:31])=[O:7]. Reported procedure: 3,5-dibromo-4-(3-bromobenzyloxy)benzoic acid (0.17 mmol) was coupled with 3-nitrobenzenesulphonamide (0.89 mmol) using the procedure described in Example 31. Purification on column (silica gel, chloroform/methanol 9:1) gave 60 mg (54%) of N-[3,5-dibromo-4-(3-bromobenzyloxy)benzoyl]-3-nitrobenzenesulphonamide.